From a dataset of the Open Reaction Database (ORD), a public repository of structured organic reaction records. describe an organic reaction: reactants, conditions, products, and yield Starting materials: [Br-], BrCc1ccc(Br)cc1, O=C([O-])[O-], CCCC[N+](CCCC)(CCCC)CCCC, [K+], [K+], [K+], [OH-], c1ccc2[nH]cnc2c1. Product: Brc1ccc(Cn2cnc3ccccc32)cc1. Reaction SMILES: [Br-:27].[Br:1][c:2]1[cH:3][cH:4][c:5]([CH2:8][Br:9])[cH:6][cH:7]1.[C:21](=[O:22])([O-:23])[O-:24].[CH3:28][CH2:29][CH2:30][CH2:31][N+:32]([CH2:33][CH2:34][CH2:35][CH3:36])([CH2:37][CH2:38][CH2:39][CH3:40])[CH2:41][CH2:42][CH2:43][CH3:44].[K+:20].[K+:25].[K+:26].[OH-:19].[nH:10]1[cH:11][n:12][c:13]2[c:14]1[cH:15][cH:16][cH:17][cH:18]2>>[Br:1][c:2]1[cH:3][cH:4][c:5]([CH2:8][n:10]2[cH:11][n:12][c:13]3[c:14]2[cH:15][cH:16][cH:17][cH:18]3)[cH:6][cH:7]1.